describe an organic reaction: reactants, conditions, products, and yield From a dataset of the Open Reaction Database (ORD), a public repository of structured organic reaction records. Reactants: C(CCC)OCC(C(C(COC1=CC=C(C(=O)O)C=C1)(F)F)(F)F)(F)F (4-(5-butoxy-2,2,3,3,4,4-hexafluoropentoxy)benzoic acid), C(CCCCCCC)OC1=CC=C(C=C1)O (4-octyloxyphenol). The product is C(CCC)OCC(C(C(COC1=CC=C(C(=O)OC2=CC=C(C=C2)OCCCCCCCC)C=C1)(F)F)(F)F)(F)F (4-Octyloxyphenyl 4-(5-butoxy-2,2,3,3,4,4-hexafluoropentoxy)benzoate). As a reaction SMILES: [CH2:1]([O:5][CH2:6][C:7]([F:26])([F:25])[C:8]([F:24])([F:23])[C:9]([F:22])([F:21])[CH2:10][O:11][C:12]1[CH:20]=[CH:19][C:15]([C:16]([OH:18])=[O:17])=[CH:14][CH:13]=1)[CH2:2][CH2:3][CH3:4].[CH2:27]([O:35][C:36]1[CH:41]=[CH:40][C:39](O)=[CH:38][CH:37]=1)[CH2:28][CH2:29][CH2:30][CH2:31][CH2:32][CH2:33][CH3:34]>>[CH2:1]([O:5][CH2:6][C:7]([F:25])([F:26])[C:8]([F:23])([F:24])[C:9]([F:21])([F:22])[CH2:10][O:11][C:12]1[CH:20]=[CH:19][C:15]([C:16]([O:18][C:39]2[CH:40]=[CH:41][C:36]([O:35][CH2:27][CH2:28][CH2:29][CH2:30][CH2:31][CH2:32][CH2:33][CH3:34])=[CH:37][CH:38]=2)=[O:17])=[CH:14][CH:13]=1)[CH2:2][CH2:3][CH3:4]. Procedure details: 4-Octyloxyphenyl 4-(5-butoxy-2,2,3,3,4,4-hexafluoropentoxy)benzoate (Compound 4, Table 1) was prepared by esterification of 4-(5-butoxy-2,2,3,3,4,4-hexafluoropentoxy)benzoic acid (prepared essentially as in Example 9) with 4-octyloxyphenol . Starting materials: COC(CC=1C=C(C(=CC1)OC)C1=C(C=C(C=C1)C(F)(F)F)CNCC)=O ((2′-ethylaminomethyl-6-methoxy-4′-trifluoromethyl-biphenyl-3-yl)-acetic acid methyl ester), C1(CC1)C(=O)Cl (cyclopropanecarbonyl chloride). Yields the product C1(CC1)C(=O)N(CC)CC1=C(C=CC(=C1)C(F)(F)F)C1=CC(=CC=C1OC)CC(=O)O ({2′-[(Cyclopropanecarbonyl-ethyl-amino)-methyl]-6-methoxy-4′-trifluoromethyl-biphenyl-3-yl}-acetic acid). RXN SMILES: C[O:2][C:3](=[O:27])[CH2:4][C:5]1[CH:6]=[C:7]([C:13]2[CH:18]=[CH:17][C:16]([C:19]([F:22])([F:21])[F:20])=[CH:15][C:14]=2[CH2:23][NH:24][CH2:25][CH3:26])[C:8]([O:11][CH3:12])=[CH:9][CH:10]=1.[CH:28]1([C:31](Cl)=[O:32])[CH2:30][CH2:29]1>>[CH:28]1([C:31]([N:24]([CH2:23][C:14]2[CH:15]=[C:16]([C:19]([F:22])([F:21])[F:20])[CH:17]=[CH:18][C:13]=2[C:7]2[C:8]([O:11][CH3:12])=[CH:9][CH:10]=[C:5]([CH2:4][C:3]([OH:2])=[O:27])[CH:6]=2)[CH2:25][CH3:26])=[O:32])[CH2:30][CH2:29]1. Reported procedure: {2′-[(Cyclopropanecarbonyl-ethyl-amino)-methyl]-6-methoxy-4′-trifluoromethyl-biphenyl-3-yl}-acetic acid (Compound 1-33) was prepared by following the procedures of Example 1 and using (2′-ethylaminomethyl-6-methoxy-4′-trifluoromethyl-biphenyl-3-yl)-acetic acid methyl ester and cyclopropanecarbonyl chloride. Starting materials: FC=1C=C(C=CC1F)O (3,4-difluorophenol), BrC[C@@H]1CC[C@H](CC1)C1CC[Si](CC1)(CCCCF)C1=CC=CC=C1 (4-(trans-4-bromomethylcyclohexyl)-1-phenyl-1-(4-fluorobutyl)-1-silacyclohexane). The product is FC=1C=C(C=CC1F)OC[C@@H]1CC[C@H](CC1)[C@@H]1CC[Si@H](CC1)CCCCF (trans-4-(trans-4-(3,4-difluorophenyloxymethyl)cyclohexyl)-1-(4-fluorobutyl)-1-silacyclohexane). As a reaction SMILES: [F:1][C:2]1[CH:3]=[C:4]([OH:9])[CH:5]=[CH:6][C:7]=1[F:8].Br[CH2:11][C@H:12]1[CH2:17][CH2:16][C@H:15]([CH:18]2[CH2:23][CH2:22][Si:21](C3C=CC=CC=3)([CH2:24][CH2:25][CH2:26][CH2:27][F:28])[CH2:20][CH2:19]2)[CH2:14][CH2:13]1>>[F:1][C:2]1[CH:3]=[C:4]([O:9][CH2:11][C@H:12]2[CH2:13][CH2:14][C@H:15]([C@H:18]3[CH2:19][CH2:20][Si@H:21]([CH2:24][CH2:25][CH2:26][CH2:27][F:28])[CH2:22][CH2:23]3)[CH2:16][CH2:17]2)[CH:5]=[CH:6][C:7]=1[F:8]. Reported procedure: The general procedure of Example 39 was repeated using 3,4-difluorophenol and 4-(trans-4-bromomethylcyclohexyl)-1-phenyl-1-(4-fluorobutyl)-1-silacyclohexane, thereby obtaining the intended product. The reactants are COc1ccccc1C1(Cl)C(=O)Nc2ccc(Cl)cc21, O=C(O)C(F)(F)F, O=C(C1CC(F)CN1)N1CCC1. The product is COc1ccccc1C1(N2CC(F)CC2C(=O)N2CCC2)C(=O)Nc2ccc(Cl)cc21. As a reaction SMILES: [Cl:1][C:2]1([c:13]2[c:14]([O:19][CH3:20])[cH:15][cH:16][cH:17][cH:18]2)[C:3](=[O:12])[NH:4][c:5]2[cH:6][cH:7][c:8]([Cl:11])[cH:9][c:10]21.[F:21][C:22]([F:23])([F:24])[C:25]([OH:26])=[O:27].[N:28]1([C:32](=[O:33])[CH:34]2[NH:35][CH2:36][CH:37]([F:39])[CH2:38]2)[CH2:29][CH2:30][CH2:31]1>>[C:2]1([c:13]2[c:14]([O:19][CH3:20])[cH:15][cH:16][cH:17][cH:18]2)([N:35]2[CH:34]([C:32]([N:28]3[CH2:29][CH2:30][CH2:31]3)=[O:33])[CH2:38][CH:37]([F:39])[CH2:36]2)[C:3](=[O:12])[NH:4][c:5]2[cH:6][cH:7][c:8]([Cl:11])[cH:9][c:10]21.